This data is from the Open Reaction Database (ORD), a public repository of structured organic reaction records. The task is: describe an organic reaction: reactants, conditions, products, and yield Starting materials: ClCCCBr, O=C([O-])[O-], Oc1ccccc1OCc1ccccc1, [K+], [K+]. Product: ClCCCOc1ccccc1OCc1ccccc1. Reaction SMILES: [Br:16][CH2:17][CH2:18][CH2:19][Cl:20].[C:21](=[O:22])([O-:23])[O-:24].[CH2:1]([c:2]1[cH:3][cH:4][cH:5][cH:6][cH:7]1)[O:8][c:9]1[c:10]([OH:15])[cH:11][cH:12][cH:13][cH:14]1.[K+:25].[K+:26]>>[CH2:1]([c:2]1[cH:3][cH:4][cH:5][cH:6][cH:7]1)[O:8][c:9]1[c:10]([O:15][CH2:17][CH2:18][CH2:19][Cl:20])[cH:11][cH:12][cH:13][cH:14]1. Reactants: [Cl-].[Al+3].[Cl-].[Cl-] (aluminium chloride), ClC(=O)OC1=C(C=CC=C1C)C (2,6-dimethylphenyl chloroformate), C(=O)=O (carbon dioxide). The solvent is O (water). Run at temperature 200 celsius, time 3.5 hour. The product is CC1=C(C(=CC=C1)C)Cl (2,6-Dimethylchlorobenzene). Isolated yield 64.0%. RXN SMILES: [Cl-:1].[Al+3].[Cl-].[Cl-].ClC(O[C:9]1[C:14]([CH3:15])=[CH:13][CH:12]=[CH:11][C:10]=1[CH3:16])=O.C(=O)=O>O>[CH3:16][C:10]1[CH:11]=[CH:12][CH:13]=[C:14]([CH3:15])[C:9]=1[Cl:1] |f:0.1.2.3|. Reported procedure: 0.8 g of anhydrous aluminium chloride was added to 50 g of 2,6-dimethylphenyl chloroformate and the mixture was heated to 200° C. at normal pressure. The evolution of carbon dioxide started above 180° C. and finished after 3.5 hours. The reaction mixture was then cooled, water was added, the organic phase was separated off, the aqueous phase was extracted with methylene chloride, the organic phase which had been separated off was combined with the methylene chloride phase and the combined phases... Reactants: COCCO, CCOC(C)=O, CC(C)(C)OC(=O)N=NC(=O)OC(C)(C)C, CC(C)(C)OC(=O)Cc1ccc2ncc(O)cc2c1, c1ccc(P(c2ccccc2)c2ccccc2)cc1, c1ccccc1. Yields the product COCCOc1cnc2ccc(CC(=O)OC(C)(C)C)cc2c1. RXN SMILES: [CH3:39][O:40][CH2:41][CH2:42][OH:43].[CH3:60][CH2:61][O:62][C:63]([CH3:64])=[O:65].[N:44]([C:45]([O:46][C:47]([CH3:48])([CH3:49])[CH3:50])=[O:51])=[N:52][C:53]([O:54][C:55]([CH3:56])([CH3:57])[CH3:58])=[O:59].[OH:1][c:2]1[cH:3][n:4][c:5]2[cH:6][cH:7][c:8]([CH2:12][C:13](=[O:14])[O:15][C:16]([CH3:17])([CH3:18])[CH3:19])[cH:9][c:10]2[cH:11]1.[c:20]1([P:21]([c:22]2[cH:23][cH:24][cH:25][cH:26][cH:27]2)[c:28]2[cH:29][cH:30][cH:31][cH:32][cH:33]2)[cH:34][cH:35][cH:36][cH:37][cH:38]1.[cH:66]1[cH:67][cH:68][cH:69][cH:70][cH:71]1>>[O:1]([c:2]1[cH:3][n:4][c:5]2[cH:6][cH:7][c:8]([CH2:12][C:13](=[O:14])[O:15][C:16]([CH3:17])([CH3:18])[CH3:19])[cH:9][c:10]2[cH:11]1)[CH2:42][CH2:41][O:40][CH3:39]. Reactants: C1=C(C=CC2=CC=CC=C12)C(C)NC1=NC=NC(=C1Br)CC (4-[1'-(β-naphthyl)-ethylamino]-5-bromo-6-ethylpyrimidine), C[S-].[Na+] (sodium methanethiolate). The solvent is CN1C(CCC1)=O (N-methylpyrrolidone). Product: C1=C(C=CC2=CC=CC=C12)C(C)NC1=NC=NC(=C1SC)CC (4-[1'-(β-naphthyl)-ethylamino]-5-methylthio-6-ethylpyrimidine). Reaction SMILES: [CH:1]1[C:10]2[C:5](=[CH:6][CH:7]=[CH:8][CH:9]=2)[CH:4]=[CH:3][C:2]=1[CH:11]([NH:13][C:14]1[C:19](Br)=[C:18]([CH2:21][CH3:22])[N:17]=[CH:16][N:15]=1)[CH3:12].[CH3:23][S-:24].[Na+]>CN1CCCC1=O>[CH:1]1[C:10]2[C:5](=[CH:6][CH:7]=[CH:8][CH:9]=2)[CH:4]=[CH:3][C:2]=1[CH:11]([NH:13][C:14]1[C:19]([S:24][CH3:23])=[C:18]([CH2:21][CH3:22])[N:17]=[CH:16][N:15]=1)[CH3:12] |f:1.2|. Procedure details: 4.99 g (0.014 mol) of 4-[1'-(β-naphthyl)-ethylamino]-5-bromo-6-ethylpyrimidine are dissolved in 18 ml of N-methylpyrrolidone, and the solution is heated at 60° C. with 3.2 g of sodium methanethiolate (CH3SNa) for 5 hours. The mixture is then extracted with water and ethyl acetate, the extract is washed and the solvent is removed using a rotary evaporator. Purification by chromatography on silica gel (eluant: 3 parts ethyl acetate and 7 parts hexane) yields, in addition to the starting product, 1... Reactants: C(C)OC=1C=C(C(=C(C1)C(O)C=1N(C=C(N1)C1=CC=CC=C1)C(C1=CC=CC=C1)(C1=CC=CC=C1)C1=CC=CC=C1)F)OC(C)C ((5-ethoxy-2-fluoro-3-isopropoxyphenyl)(4-phenyl-1-trityl-1H-imidazol-2-yl)methanol), TEA, CS(=O)(=O)Cl (MsCl), TEA, CS(=O)(=O)Cl (MsCl). The reagents and catalysts are CN(C)C=1C=CN=CC1 (DMAP). Run in C(Cl)Cl (CH2Cl2), CCOC(=O)C (EtOAc). Run at time 30 minute. Product: ClC(C=1N(C=C(N1)C1=CC=CC=C1)C(C1=CC=CC=C1)(C1=CC=CC=C1)C1=CC=CC=C1)C1=C(C(=CC(=C1)OCC)OC(C)C)F (2-(chloro(5-ethoxy-2-fluoro-3-isopropoxyphenyl)methyl)-4-phenyl-1-trityl-1H-imidazole). The yield is 121.5%. As a reaction SMILES: [CH2:1]([O:3][C:4]1[CH:5]=[C:6]([O:43][CH:44]([CH3:46])[CH3:45])[C:7]([F:42])=[C:8]([CH:10]([C:12]2[N:13]([C:23]([C:36]3[CH:41]=[CH:40][CH:39]=[CH:38][CH:37]=3)([C:30]3[CH:35]=[CH:34][CH:33]=[CH:32][CH:31]=3)[C:24]3[CH:29]=[CH:28][CH:27]=[CH:26][CH:25]=3)[CH:14]=[C:15]([C:17]3[CH:22]=[CH:21][CH:20]=[CH:19][CH:18]=3)[N:16]=2)O)[CH:9]=1)[CH3:2].CS([Cl:51])(=O)=O>C(Cl)Cl.CN(C1C=CN=CC=1)C.CCOC(C)=O>[Cl:51][CH:10]([C:8]1[CH:9]=[C:4]([O:3][CH2:1][CH3:2])[CH:5]=[C:6]([O:43][CH:44]([CH3:46])[CH3:45])[C:7]=1[F:42])[C:12]1[N:13]([C:23]([C:36]2[CH:41]=[CH:40][CH:39]=[CH:38][CH:37]=2)([C:30]2[CH:35]=[CH:34][CH:33]=[CH:32][CH:31]=2)[C:24]2[CH:29]=[CH:28][CH:27]=[CH:26][CH:25]=2)[CH:14]=[C:15]([C:17]2[CH:22]=[CH:21][CH:20]=[CH:19][CH:18]=2)[N:16]=1. Procedure: To a solution of Intermediate 25.1 (100 mg, 0.163 mmol) in 2 mL CH2Cl2, were added DMAP (2 mg, cat.), TEA (27 μL, 0.20 mmol) and MsCl (15.2 μL, 0.196 mmol). The mixture was stirred at rt for 30 min, then TEA (27 μL, 0.20 mmol) and MsCl (15.2 μL, 0.196 mmol) were added. The mixture was stirred at rt for 30 min, then was diluted with EtOAc, washed with H2O and brine, dried (Na2SO4) and concentrated. to afford 125 mg of Intermediate 25.2 as a yellow solid, which was used in the following step witho... Starting materials: COC(=O)c1ccc(OCc2cccc(C)n2)cc1, CC1CCCN1CC1CCCN1. Yields the product Cc1cccc(COc2ccc(C(=O)N3CCCC3CN3CCCC3C)cc2)n1. RXN SMILES: [CH3:1][O:2][C:3]([c:4]1[cH:5][cH:6][c:7]([O:10][CH2:11][c:12]2[n:13][c:14]([CH3:18])[cH:15][cH:16][cH:17]2)[cH:8][cH:9]1)=[O:19].[CH3:20][CH:21]1[N:22]([CH2:26][CH:27]2[NH:28][CH2:29][CH2:30][CH2:31]2)[CH2:23][CH2:24][CH2:25]1>>[C:3]([c:4]1[cH:5][cH:6][c:7]([O:10][CH2:11][c:12]2[n:13][c:14]([CH3:18])[cH:15][cH:16][cH:17]2)[cH:8][cH:9]1)(=[O:19])[N:28]1[CH:27]([CH2:26][N:22]2[CH:21]([CH3:20])[CH2:25][CH2:24][CH2:23]2)[CH2:31][CH2:30][CH2:29]1. Starting materials: C(C)(C)O (isopropanol), Cl (HCl), FC1=C(C(=O)C2=CC=C(C(=O)O[C@H]3[C@@H](CN(CCC3)C(=O)OC(C)(C)C)NC(C3=CC=C(C=C3)OCOC)=O)C=C2)C(=CC=C1OC)OCOC (tert-butyl (3R,4R)-4-[4-(2-fluoro-3-methoxy-6-methoxymethoxy-benzoyl)-benzoyloxy]-3-(4-methoxymethoxy-benzoylamino)-azepane-1-carboxylate). Solvent: C(OC)COC (dimethoxyethane). Run at time 24 hour. Product: Cl.OC1=CC=C(C(=O)N[C@@H]2CNCCC[C@H]2OC(C2=CC=C(C=C2)C(C2=C(C(=CC=C2O)OC)F)=O)=O)C=C1 (4-(2-fluoro-6-hydroxy-3-methoxy-benzoyl)-benzoic acid (3R,4R)-3-(4-hydroxy-benzoylamino)-azepan-4-yl ester hydrochloride). As a reaction SMILES: [F:1][C:2]1[C:45]([O:46][CH3:47])=[CH:44][CH:43]=[C:42]([O:48]COC)[C:3]=1[C:4]([C:6]1[CH:41]=[CH:40][C:9]([C:10]([O:12][C@@H:13]2[CH2:19][CH2:18][CH2:17][N:16](C(OC(C)(C)C)=O)[CH2:15][C@H:14]2[NH:27][C:28](=[O:39])[C:29]2[CH:34]=[CH:33][C:32]([O:35]COC)=[CH:31][CH:30]=2)=[O:11])=[CH:8][CH:7]=1)=[O:5].C(O)(C)C.[ClH:56]>C(COC)OC>[ClH:56].[OH:35][C:32]1[CH:31]=[CH:30][C:29]([C:28]([NH:27][C@H:14]2[C@H:13]([O:12][C:10](=[O:11])[C:9]3[CH:8]=[CH:7][C:6]([C:4](=[O:5])[C:3]4[C:42]([OH:48])=[CH:43][CH:44]=[C:45]([O:46][CH3:47])[C:2]=4[F:1])=[CH:41][CH:40]=3)[CH2:19][CH2:18][CH2:17][NH:16][CH2:15]2)=[O:39])=[CH:34][CH:33]=1 |f:4.5|. Procedure details: 639.7 mg of tert-butyl (3R,4R)-4-[4-(2-fluoro-3-methoxy-6-methoxymethoxy-benzoyl)-benzoyloxy]-3-(4-methoxymethoxy-benzoylamino)-azepane-1-carboxylate were dissolved in 9 ml of dimethoxyethane and 9 ml of isopropanol and, after cooling to 0° C., saturated slowly with HCl gas and stored in a refrigerator for 24 hours. The solvent was removed completely under reduced pressure and the product was triturated with diethyl ether. The suspension obtained was stirred for several hours; the solvent was de...